This data is from the Open Reaction Database (ORD), a public repository of structured organic reaction records. The task is: describe an organic reaction: reactants, conditions, products, and yield Starting materials: C1(=CC=CC=C1)C1=NN2C(C=C(C=C2N)C2=CC=NC=C2)=N1 (2-phenyl-7-pyridin-4-yl-[1,2,4]triazolo[1,5-a]pyridin-5-ylamine), IC1=C(C=CC=C1)CC(=O)Cl (o-iodophenylacetyl chloride). Yields the product IC1=C(C=CC=C1)CC(=O)NC1=CC(=CC=2N1N=C(N2)C2=CC=CC=C2)C2=CC=NC=C2 (2-(2-Iodo-phenyl)-N-(2-phenyl-7-pyridin-4-yl-[1,2,4]triazolo[1,5-a]pyridin-5-yl)-acetamide). As a reaction SMILES: [C:1]1([C:7]2[N:22]=[C:10]3[CH:11]=[C:12]([C:16]4[CH:21]=[CH:20][N:19]=[CH:18][CH:17]=4)[CH:13]=[C:14]([NH2:15])[N:9]3[N:8]=2)[CH:6]=[CH:5][CH:4]=[CH:3][CH:2]=1.[I:23][C:24]1[CH:29]=[CH:28][CH:27]=[CH:26][C:25]=1[CH2:30][C:31](Cl)=[O:32]>>[I:23][C:24]1[CH:29]=[CH:28][CH:27]=[CH:26][C:25]=1[CH2:30][C:31]([NH:15][C:14]1[N:9]2[N:8]=[C:7]([C:1]3[CH:2]=[CH:3][CH:4]=[CH:5][CH:6]=3)[N:22]=[C:10]2[CH:11]=[C:12]([C:16]2[CH:21]=[CH:20][N:19]=[CH:18][CH:17]=2)[CH:13]=1)=[O:32]. Procedure: The title compound, MS m/e (%): 532 (M+H+, 100), was prepared in accordance with the general method of example 31 from 2-phenyl-7-pyridin-4-yl-[1,2,4]triazolo[1,5-a]pyridin-5-ylamine and o-iodophenylacetyl chloride. The reactants are ONC(OC(C)(C)C)=O (t-butyl hydroxycarbamate), [OH-].[K+] (potassium hydroxide), BrC(C(=O)OCC)C (ethyl 2-bromopropanoate). Solvent: CCO (EtOH). Yields the product C(C)(C)(C)OC(=O)NOC(C(=O)OCC)C (Ethyl 2-(tert-butoxycarbonylaminooxy)propanoate). RXN SMILES: [OH:1][NH:2][C:3](=[O:9])[O:4][C:5]([CH3:8])([CH3:7])[CH3:6].[OH-].[K+].Br[CH:13]([CH3:19])[C:14]([O:16][CH2:17][CH3:18])=[O:15]>CCO>[C:5]([O:4][C:3]([NH:2][O:1][CH:13]([CH3:19])[C:14]([O:16][CH2:17][CH3:18])=[O:15])=[O:9])([CH3:8])([CH3:7])[CH3:6] |f:1.2|. Procedure details: To a solution of t-butyl hydroxycarbamate (530 mg, 3.98 mmol) and potassium hydroxide (223 mg, 3.98 mmol) in EtOH (10 mL) was added ethyl 2-bromopropanoate (600 mg, 3.31 mmol) slowly at rt. The reaction mixture was heated at reflux overnight. White precipitate was filtered off and the filtrate was concentrated. The resulting residue was dissolved in ether, washed with water and brine, and dried over Na2SO4. Solvent was evaporated to afford the title compound as a clear oil which was used in the ...